Dataset: the Open Reaction Database (ORD), a public repository of structured organic reaction records. Task: describe an organic reaction: reactants, conditions, products, and yield Starting materials: CCO, CC1=CC(=O)C(C)(c2ccccc2)O1, [Cl-], [Na+], [Na+], [OH-], O=Cc1cccnc1. Product: CC1(c2ccccc2)OC(C=Cc2cccnc2)=CC1=O. RXN SMILES: [CH3:27][CH2:28][OH:29].[CH3:9][C:10]1([c:17]2[cH:18][cH:19][cH:20][cH:21][cH:22]2)[O:11][C:12]([CH3:16])=[CH:13][C:14]1=[O:15].[Cl-:26].[Na+:24].[Na+:25].[OH-:23].[n:1]1[cH:2][c:3]([CH:7]=[O:8])[cH:4][cH:5][cH:6]1>>[n:1]1[cH:2][c:3]([CH:7]=[CH:16][C:12]2=[CH:13][C:14](=[O:15])[C:10]([CH3:9])([c:17]3[cH:18][cH:19][cH:20][cH:21][cH:22]3)[O:11]2)[cH:4][cH:5][cH:6]1. Starting materials: C1CCOC1, C[S+](C)(C)=O, CC(C)(C)[O-], CS(C)=O, [I-], [K+], C=C(c1ccc2nc(-c3ccc(C4OCCCO4)cc3F)sc2n1)C1CCC1. Product: Fc1cc(C2OCCCO2)ccc1-c1nc2ccc(C3(C4CCC4)CC3)nc2s1. As a reaction SMILES: [CH2:41]1[O:42][CH2:43][CH2:44][CH2:45]1.[CH3:30][S+:31]([CH3:32])([CH3:33])=[O:34].[CH3:35][C:36]([O-:37])([CH3:38])[CH3:39].[CH3:46][S:47]([CH3:48])=[O:49].[I-:29].[K+:40].[O:1]1[CH:2]([c:7]2[cH:8][c:9]([F:28])[c:10](-[c:13]3[s:14][c:15]4[n:16][c:17]([C:22](=[CH2:23])[CH:24]5[CH2:25][CH2:26][CH2:27]5)[cH:18][cH:19][c:20]4[n:21]3)[cH:11][cH:12]2)[O:3][CH2:4][CH2:5][CH2:6]1>>[O:1]1[CH:2]([c:7]2[cH:8][c:9]([F:28])[c:10](-[c:13]3[s:14][c:15]4[n:16][c:17]([C:22]5([CH:24]6[CH2:25][CH2:26][CH2:27]6)[CH2:23][CH2:30]5)[cH:18][cH:19][c:20]4[n:21]3)[cH:11][cH:12]2)[O:3][CH2:4][CH2:5][CH2:6]1. The reactants are C1(=CC=CC=C1)N1N=C2C(=CNC=3C=CC(=CC23)N2CCNCC2)C1=O (2-Phenyl-8-piperazin-1-yl-2,5-dihydro-pyrazolo[4,3-c]quinolin-3-one), NC1=CC=2C=3C(=CNC2C=C1)C(N(N3)C3=CC=C(C=C3)OC)=O (8-Amino-2-(4′-methoxyphenyl)-2,5-dihydro-pyrazolo-[4,3-c]quinolin-3-one), CN1CCNCC1 (1-methylpiperazine). The product is COC1=CC=C(C=C1)N1N=C2C(=CNC=3C=CC(=CC23)N2CCN(CC2)C)C1=O (2-(4′-Methoxyphenyl)-8-(4-methylpiperazin-1-yl)-2,5-dihydro-pyrazolo[4,3-c]quinolin-3-one). Reaction SMILES: C1(N2C(=O)C3=CNC4C=[CH:15][C:16]([N:19]5[CH2:24]CN[CH2:21][CH2:20]5)=CC=4C3=N2)C=CC=CC=1.[NH2:27][C:28]1[CH:37]=[CH:36][C:35]2[NH:34][CH:33]=[C:32]3[C:38](=[O:49])[N:39]([C:41]4[CH:46]=[CH:45][C:44]([O:47][CH3:48])=[CH:43][CH:42]=4)[N:40]=[C:31]3[C:30]=2[CH:29]=1.CN1CCNCC1>>[CH3:48][O:47][C:44]1[CH:43]=[CH:42][C:41]([N:39]2[C:38](=[O:49])[C:32]3=[CH:33][NH:34][C:35]4[CH:36]=[CH:37][C:28]([N:27]5[CH2:21][CH2:20][N:19]([CH3:24])[CH2:16][CH2:15]5)=[CH:29][C:30]=4[C:31]3=[N:40]2)=[CH:46][CH:45]=1. Procedure details: The title compound was prepared following the procedure for 7a using 6c and 1-methylpiperazine. 1H-NMR (DMSO-d6) δ (ppm): 3.25 (4H, br), 3.45 (3H, s), 3.50 (4H, br), 3.75 (3H, s), 7.00 (1H, d, J=9.06 Hz), 7.40 (1H, m), 7.48 (1H, br), 7.68 (1H, d, J=9.06 Hz), 7.92 (1H, d, J=8.79 Hz), 8.05 (2H, d, J=8.79 Hz), 8.56 (1H, br), 9.12 (1H, br). m/z 390.4 (MH+). Reactants: C(CCCCCC)OC1=CC(=C(C=C1)C1=NC=C(C=C1)O)F (2-(4-heptyloxy-2-fluorophenyl)-5-hydroxypyridine), N1=CC=CC=C1 (pyridine), C(CCCCCCCC)(=O)Cl (nonanoyl chloride). Run in C1(=CC=CC=C1)C (toluene). Run at time 12 hour. Yields the product C(CCCCCC)OC1=CC(=C(C=C1)C1=NC=C(C=C1)OC(CCCCCCCC)=O)F (2-(4-Heptyloxy-2-fluorophenyl)5-nonanoyloxypyridine). Reaction SMILES: [CH2:1]([O:8][C:9]1[CH:14]=[CH:13][C:12]([C:15]2[CH:20]=[CH:19][C:18]([OH:21])=[CH:17][N:16]=2)=[C:11]([F:22])[CH:10]=1)[CH2:2][CH2:3][CH2:4][CH2:5][CH2:6][CH3:7].N1C=CC=CC=1.[C:29](Cl)(=[O:38])[CH2:30][CH2:31][CH2:32][CH2:33][CH2:34][CH2:35][CH2:36][CH3:37]>C1(C)C=CC=CC=1>[CH2:1]([O:8][C:9]1[CH:14]=[CH:13][C:12]([C:15]2[CH:20]=[CH:19][C:18]([O:21][C:29](=[O:38])[CH2:30][CH2:31][CH2:32][CH2:33][CH2:34][CH2:35][CH2:36][CH3:37])=[CH:17][N:16]=2)=[C:11]([F:22])[CH:10]=1)[CH2:2][CH2:3][CH2:4][CH2:5][CH2:6][CH3:7]. Procedure details: 0.1 mol of 2-(4-heptyloxy-2-fluorophenyl)-5-hydroxypyridine (prepared from 4-heptyloxy-2-fluoroacetophenone in accordance with Example 1) is dissolved together with 0.12 mol of pyridine in toluene and 0.1 mol of nonanoyl chloride is then added at room temperature. Stirring is then carried out for 12 hours and standard working-up is carried out. 2-(4-Heptyloxy-2-fluorophenyl)5-nonanoyloxypyridine is obtained. Reactants: COCCBr, O=C([O-])[O-], CC(C)=O, [K+], [K+], O, C#Cc1cccc(O)c1. Product: C#Cc1cccc(OCCOC)c1. RXN SMILES: [Br:10][CH2:11][CH2:12][O:13][CH3:14].[C:15](=[O:16])([O-:17])[O-:18].[CH3:22][C:23](=[O:24])[CH3:25].[K+:19].[K+:20].[OH2:21].[OH:1][c:2]1[cH:3][c:4]([C:8]#[CH:9])[cH:5][cH:6][cH:7]1>>[O:1]([c:2]1[cH:3][c:4]([C:8]#[CH:9])[cH:5][cH:6][cH:7]1)[CH2:11][CH2:12][O:13][CH3:14].